Dataset: the Open Reaction Database (ORD), a public repository of structured organic reaction records. Task: describe an organic reaction: reactants, conditions, products, and yield Starting materials: O (water), [H-].[Na+] (Sodium hydride), CC1=NN(C=C1CO)C1=NC=CC=C1 ([3-methyl-1-(2-pyridyl)-1H-pyrazol-4-yl]methanol), FC1=CC=C(C=O)C=C1 (4-fluorobenzaldehyde). Run in CN(C=O)C (N,N-dimethylformamide). Reaction conditions: time 1 hour. Product: CC1=NN(C=C1COC1=CC=C(C=O)C=C1)C1=NC=CC=C1 (4-[3-methyl-1-(2-pyridyl)-1H-pyrazol-4-ylmethoxy]benzaldehyde). Yield: 86.0%. As a reaction SMILES: [H-].[Na+].[CH3:3][C:4]1[C:8]([CH2:9][OH:10])=[CH:7][N:6]([C:11]2[CH:16]=[CH:15][CH:14]=[CH:13][N:12]=2)[N:5]=1.F[C:18]1[CH:25]=[CH:24][C:21]([CH:22]=[O:23])=[CH:20][CH:19]=1.O>CN(C)C=O>[CH3:3][C:4]1[C:8]([CH2:9][O:10][C:18]2[CH:25]=[CH:24][C:21]([CH:22]=[O:23])=[CH:20][CH:19]=2)=[CH:7][N:6]([C:11]2[CH:16]=[CH:15][CH:14]=[CH:13][N:12]=2)[N:5]=1 |f:0.1|. Procedure: Sodium hydride (60%, oily, 0.80 g) was added to a solution of [3-methyl-1-(2-pyridyl)-1H-pyrazol-4-yl]methanol (3.20 g) in N,N-dimethylformamide (50 ml) at 0° C., and the mixture was stirred at room temperature for one hour. 4-fluorobenzaldehyde (2 ml) was added to the reaction mixture, and the mixture was stirred overnight at 50° C. The reaction mixture was poured into water, which was extracted with ethyl acetate. The ethyl acetate layer was washed with saturated aqueous sodium chloride soluti... The reactants are Cl (hydrochloric acid), [N+](=O)([O-])C1=C(N)C=CC(=C1)SC(F)(F)F (2-Nitro-4-trifluoromethylthioaniline), O (water), N(=O)OC(C)(C)C (tert-butyl nitrite). The reagents and catalysts are [Cu](Cl)Cl (copper (II) chloride). The solvent is C(C)#N (acetonitrile), C(C)#N (acetonitrile). Conditions: time 1 hour. Product: FC(SC1=CC(=C(C=C1)Cl)[N+](=O)[O-])(F)F (4-trifluoromethylthio-2-nitrochlorobenzene). Reaction SMILES: [N+:1]([C:4]1[CH:10]=[C:9]([S:11][C:12]([F:15])([F:14])[F:13])[CH:8]=[CH:7][C:5]=1N)([O-:3])=[O:2].N(OC(C)(C)C)=O.O.[ClH:24]>C(#N)C.[Cu](Cl)Cl>[F:13][C:12]([F:15])([F:14])[S:11][C:9]1[CH:8]=[CH:7][C:5]([Cl:24])=[C:4]([N+:1]([O-:3])=[O:2])[CH:10]=1. Procedure details: 2-Nitro-4-trifluoromethylthioaniline (0.5 g) in dry acetonitrile (3 cm3) was added over 0.5 hr. with stirring to copper (II) chloride (0.34 g) and tert-butyl nitrite (0.32 g) in dry acetonitrile (5 cm3) at 60° C. After 1 hr. the reaction was cooled to ambient temperature, poured into water, acidified with hydrochloric acid and extracted with ethyl acetate. The organic phase was washed with water (3×50 cm3) dried (magnesium sulphate) and evaporated under reduced pressure to give the required prod... Starting materials: Cl (hydrogen chloride), Cl (hydrogen chloride), C[SiH](C(C)C)C(C)C (methyldiisopropylsilane), Cl (Hydrogen chloride). Conditions: temperature 100 celsius. Yields the product C[Si](Cl)(C(C)C)C(C)C (methyldiisopropylchlorosilane). Reaction SMILES: [ClH:1].[CH3:2][SiH:3]([CH:7]([CH3:9])[CH3:8])[CH:4]([CH3:6])[CH3:5]>>[CH3:2][Si:3]([CH:7]([CH3:9])[CH3:8])([CH:4]([CH3:6])[CH3:5])[Cl:1]. Procedure details: A thermometer, hydrogen chloride gas inlet tube, and reflux condenser were fitted to a stirrer-equipped 200 mL four-neck flask, and 100 g methyldiisopropylsilane was then introduced into the flask. This was followed by the addition of 0.01 g platinum/divinyltetramethyldisiloxane complex and heating to 100° C. Hydrogen chloride gas was then introduced into the mixture. The introduction of hydrogen chloride gas was suspended after 4 hours. Distillation at ambient pressure yielded 122 g methyldiiso... Starting materials: CNOC, ClC(Cl)Cl, Cl, O=C(Cl)c1cccc(F)c1, c1ccncc1. Product: CON(C)C(=O)c1cccc(F)c1. RXN SMILES: [CH3:11][NH:12][O:13][CH3:14].[Cl:22][CH:23]([Cl:24])[Cl:25].[ClH:15].[F:1][c:2]1[cH:3][c:4]([C:5](=[O:6])[Cl:7])[cH:8][cH:9][cH:10]1.[cH:16]1[cH:17][cH:18][n:19][cH:20][cH:21]1>>[F:1][c:2]1[cH:3][c:4]([C:5](=[O:6])[N:12]([CH3:11])[O:13][CH3:14])[cH:8][cH:9][cH:10]1. Starting materials: ClC1=C(C=CC(=C1)SC)C(CC1=CC=CC=C1)=O (1-{2-chloro-4-(methylthio)phenyl}-2-phenyl-ethanone), oil, [H-].[Na+] (sodium hydride), BrC(C(=O)C#N)(C)C (α-bromoisobutyryl cyanide). The solvent is C1CCOC1 (THF), C1CCOC1 (THF). Reaction conditions: time 8 hour. The product is ClC1=C(C=CC(=C1)SC)C1=C(C(C(O1)(C)C)=O)C1=CC=CC=C1 (5-{2-chloro-4-(methylthio)phenyl}-2,2-dimethyl-4-phenyl-3(2H)-furanone). As a reaction SMILES: [Cl:1][C:2]1[CH:7]=[C:6]([S:8][CH3:9])[CH:5]=[CH:4][C:3]=1[C:10](=[O:18])[CH2:11][C:12]1[CH:17]=[CH:16][CH:15]=[CH:14][CH:13]=1.[H-].[Na+].Br[C:22]([CH3:28])([CH3:27])[C:23](C#N)=[O:24]>C1COCC1>[Cl:1][C:2]1[CH:7]=[C:6]([S:8][CH3:9])[CH:5]=[CH:4][C:3]=1[C:10]1[O:18][C:22]([CH3:28])([CH3:27])[C:23](=[O:24])[C:11]=1[C:12]1[CH:17]=[CH:16][CH:15]=[CH:14][CH:13]=1 |f:1.2|. Procedure details: 3.05 g of 1-{2-chloro-4-(methylthio)phenyl}-2-phenyl-ethanone in 60 ml dry THF was stirred at 0° C. for 20 minutes in the presence of 95% oil dispersion of sodium hydride (1.0 g), which was followed by dropwise addition of α-bromoisobutyryl cyanide (2.5 ml) diluted in 50 ml THF. The reaction solution was allowed to warm slowly to room temperature and was stirred overnight. Then the solvent was removed in vacuo, which was followed by extraction with 30 ml water and diethylether (50 ml×3). The org... The reactants are CS(=O)(=O)O, [Cl-], OCCCCc1ccc2c(-c3ccc(C(F)(F)F)cc3)nsc2c1. Product: CS(=O)(=O)OCCCCc1ccc2c(-c3ccc(C(F)(F)F)cc3)nsc2c1. As a reaction SMILES: [CH3:26][S:27](=[O:28])(=[O:29])[OH:30].[Cl-:25].[F:1][C:2]([c:3]1[cH:4][cH:5][c:6](-[c:9]2[n:10][s:11][c:12]3[c:13]2[cH:14][cH:15][c:16]([CH2:18][CH2:19][CH2:20][CH2:21][OH:22])[cH:17]3)[cH:7][cH:8]1)([F:23])[F:24]>>[F:1][C:2]([c:3]1[cH:4][cH:5][c:6](-[c:9]2[n:10][s:11][c:12]3[c:13]2[cH:14][cH:15][c:16]([CH2:18][CH2:19][CH2:20][CH2:21][O:22][S:27]([CH3:26])(=[O:28])=[O:29])[cH:17]3)[cH:7][cH:8]1)([F:23])[F:24].